Dataset: the Open Reaction Database (ORD), a public repository of structured organic reaction records. Task: describe an organic reaction: reactants, conditions, products, and yield Starting materials: O1CCCC1 (tetrahydrofuran), O (water), O1CC=CC1 (2,5-dihydrofuran). Reagents/catalysts: catalyst. The solvent is C(CCC)O (n-butanol). The product is C1(CCCO1)=O (γ-butyrolactone), O1CCC=C1 (2,3-dihydrofuran), O1C=CC=C1 (furan). The yield is 99.7%. Reaction SMILES: [O:1]1[CH2:5][CH:4]=[CH:3][CH2:2]1.O.[O:7]1[CH2:11][CH2:10][CH2:9][CH2:8]1>C(O)CCC>[C:5]1(=[O:7])[O:1][CH2:2][CH2:3][CH2:4]1.[O:7]1[CH:8]=[CH:9][CH2:10][CH2:11]1.[O:1]1[CH:5]=[CH:4][CH:3]=[CH:2]1. Reported procedure: In a manner similar to that described in Example 1, 19 mL/h of 2,5-dihydrofuran and 11 mL/h of water were passed over 142 g of the catalyst described in Example 2. At a conversion of 99.7% γ-butyrolactone was obtained with a selectivity of 89% (2,3-dihydrofuran: 0.13%; furan: 3.9%; tetrahydrofuran: 5%; n-butanol: 1.7%; remainder: small amounts of various non-analyzed low-boiling fractions). Product: CCCN(CCC)CCCCc1ccc2cc(CNCc3ncc[nH]3)ccc2c1. Reaction SMILES: [BH4-:38].[CH3:42][OH:43].[CH:24]([O:25][CH3:26])([O:27][CH3:28])[O:29][CH3:30].[Cl-:40].[NH2:1][CH2:2][c:3]1[cH:4][c:5]2[cH:6][cH:7][c:8]([CH2:13][CH2:14][CH2:15][CH2:16][N:17]([CH2:18][CH2:19][CH3:20])[CH2:21][CH2:22][CH3:23])[cH:9][c:10]2[cH:11][cH:12]1.[NH4+:41].[Na+:39].[nH:31]1[c:32]([CH:36]=[O:37])[n:33][cH:34][cH:35]1>>[NH:1]([CH2:2][c:3]1[cH:4][c:5]2[cH:6][cH:7][c:8]([CH2:13][CH2:14][CH2:15][CH2:16][N:17]([CH2:18][CH2:19][CH3:20])[CH2:21][CH2:22][CH3:23])[cH:9][c:10]2[cH:11][cH:12]1)[CH2:36][c:32]1[nH:31][cH:35][cH:34][n:33]1. Reactants: [BH4-], CO, COC(OC)OC, [Cl-], CCCN(CCC)CCCCc1ccc2cc(CN)ccc2c1, [NH4+], [Na+], O=Cc1ncc[nH]1.